This data is from the Open Reaction Database (ORD), a public repository of structured organic reaction records. The task is: describe an organic reaction: reactants, conditions, products, and yield Conditions: time 0.181 second. Procedure details: The concentrations of the substrates prior to entering the reactor were 0.168 M for sodium malate and 1.797 M for aqueous ammonia. The reaction time was 0.181 second, and the aqueous solution obtained after the reaction was examined with a high performance liquid chromatography/mass spectroscopy apparatus, which confirmed that an amino group had been introduced into the malic acid, and that aspartic acid had been produced. The aspartic acid concentration was 4.2 mM, and the reaction yield thereo... The product is N[C@@H](CC(=O)O)C(=O)O (aspartic acid). As a reaction SMILES: [C:1]([O-:9])(=[O:8])[CH:2]([CH2:4][C:5]([O-:7])=[O:6])O.[Na+].[Na+].[NH3:12].C(O)(=O)C(CC(O)=O)O>>[NH2:12][C@H:2]([C:1]([OH:9])=[O:8])[CH2:4][C:5]([OH:7])=[O:6] |f:0.1.2|. The reactants are C(C(O)CC(=O)[O-])(=O)[O-].[Na+].[Na+] (sodium malate), N (ammonia), C(C(O)CC(=O)O)(=O)O (malic acid). Starting materials: [Li]CCCC, COC(=O)c1cccc(C=O)c1, [Cl-], C1CCOC1, c1ccc([P+](Cc2ccccn2)(c2ccccc2)c2ccccc2)cc1. Product: COC(=O)c1cccc(C=Cc2ccccn2)c1. As a reaction SMILES: [CH2:40]([Li:41])[CH2:42][CH2:43][CH3:44].[CH:1](=[O:2])[c:3]1[cH:4][c:5]([C:6](=[O:7])[O:8][CH3:9])[cH:10][cH:11][cH:12]1.[Cl-:13].[O:45]1[CH2:46][CH2:47][CH2:48][CH2:49]1.[c:14]1([P+:15]([c:16]2[cH:17][cH:18][cH:19][cH:20][cH:28]2)([CH2:21][c:22]2[n:23][cH:24][cH:25][cH:26][cH:27]2)[c:29]2[cH:30][cH:31][cH:32][cH:33][cH:34]2)[cH:35][cH:36][cH:37][cH:38][cH:39]1>>[CH:1]([c:3]1[cH:4][c:5]([C:6](=[O:7])[O:8][CH3:9])[cH:10][cH:11][cH:12]1)=[CH:21][c:22]1[n:23][cH:24][cH:25][cH:26][cH:27]1. Reactants: O=C([O-])[O-], COc1cc(C(=O)N2CCC(CCS(C)(=O)=O)(c3ccc(Cl)c(Cl)c3)C2)cc(OC)c1OC, O=C(c1nc2ccccc2n1Cc1ccc(F)cc1)C1CCNCC1, [K+], [K+], O, Cc1ccccc1. The product is COc1cc(C(=O)N2CCC(CCN3CCC(C(=O)c4nc5ccccc5n4Cc4ccc(F)cc4)CC3)(c3ccc(Cl)c(Cl)c3)C2)cc(OC)c1OC. As a reaction SMILES: [C:59](=[O:60])([O-:61])[O-:62].[CH3:1][O:2][c:3]1[cH:4][c:5]([C:6](=[O:7])[N:8]2[CH2:9][C:10]([CH2:13][CH2:14][S:15]([CH3:16])(=[O:17])=[O:18])([c:19]3[cH:20][c:21]([Cl:26])[c:22]([Cl:25])[cH:23][cH:24]3)[CH2:11][CH2:12]2)[cH:27][c:28]([O:32][CH3:33])[c:29]1[O:30][CH3:31].[F:34][c:35]1[cH:36][cH:37][c:38]([CH2:39][n:40]2[c:41]([C:49](=[O:50])[CH:51]3[CH2:52][CH2:53][NH:54][CH2:55][CH2:56]3)[n:42][c:43]3[c:44]2[cH:45][cH:46][cH:47][cH:48]3)[cH:57][cH:58]1.[K+:63].[K+:64].[OH2:65].[c:66]1([CH3:67])[cH:68][cH:69][cH:70][cH:71][cH:72]1>>[CH3:1][O:2][c:3]1[cH:4][c:5]([C:6](=[O:7])[N:8]2[CH2:9][C:10]([CH2:13][CH2:14][N:54]3[CH2:53][CH2:52][CH:51]([C:49]([c:41]4[n:40]([CH2:39][c:38]5[cH:37][cH:36][c:35]([F:34])[cH:58][cH:57]5)[c:44]5[c:43]([n:42]4)[cH:48][cH:47][cH:46][cH:45]5)=[O:50])[CH2:56][CH2:55]3)([c:19]3[cH:20][c:21]([Cl:26])[c:22]([Cl:25])[cH:23][cH:24]3)[CH2:11][CH2:12]2)[cH:27][c:28]([O:32][CH3:33])[c:29]1[O:30][CH3:31].